This data is from the Open Reaction Database (ORD), a public repository of structured organic reaction records. The task is: describe an organic reaction: reactants, conditions, products, and yield Reactants: N1C(=CC=C1)C(=O)OC (methyl pyrrole-2-carboxylate), IC1=CN(C(=C1)C(=O)OC)[Si](C(C)C)(C(C)C)C(C)C (3-iodo-5-methoxycarbonyl-1-triisopropylsilylpyrrole), [H-].[Na+] (Sodium hydride), C(C)(C)[Si](C(C)C)(C(C)C)Cl (triisopropylsilyl chloride). The solvent is O1CCCC1 (tetrahydrofuran), CCCCC (pentane), O1CCCC1 (tetrahydrofuran). Yields the product COC(=O)C=1N(C=CC1)[Si](C(C)C)(C(C)C)C(C)C (2-methoxycarbonyl-1-triisopropylsilylpyrrole). Isolated yield 73.0%. As a reaction SMILES: I[C:2]1[CH:6]=[C:5]([C:7]([O:9][CH3:10])=[O:8])[N:4]([Si:11]([CH:18]([CH3:20])[CH3:19])([CH:15]([CH3:17])[CH3:16])[CH:12]([CH3:14])[CH3:13])[CH:3]=1.[H-].[Na+].N1C=CC=C1C(OC)=O.C([Si](Cl)(C(C)C)C(C)C)(C)C>CCCCC.O1CCCC1>[CH3:10][O:9][C:7]([C:5]1[N:4]([Si:11]([CH:12]([CH3:14])[CH3:13])([CH:18]([CH3:20])[CH3:19])[CH:15]([CH3:17])[CH3:16])[CH:3]=[CH:2][CH:6]=1)=[O:8] |f:1.2|. Procedure: The 3-iodo-5-methoxycarbonyl-1-triisopropylsilylpyrrole starting material can be prepared as follows. Sodium hydride (80% dispersion; 660 mg, 22 mmol) was washed with pentane and suspended in tetrahydrofuran (20 mL). A solution of methyl pyrrole-2-carboxylate (1.251 g, 10 mmol) in tetrahydrofuran (10 mL) was added and the mixture stirred at room temperature. When gas evolution ceased, triisopropylsilyl chloride (1.928 mg, 10 mmol) was added dropwise, and the mixture was stirred for 1 hour, heate...